Dataset: the Open Reaction Database (ORD), a public repository of structured organic reaction records. Task: describe an organic reaction: reactants, conditions, products, and yield The reactants are Fc1cc(COC2CCNCC2C(c2ccccc2)c2ccccc2)cc(C(F)(F)F)c1, Cl, Cl, O=C(O)Cc1ccccn1. Product: O=C(Cc1ccccn1)N1CCC(OCc2cc(F)cc(C(F)(F)F)c2)C(C(c2ccccc2)c2ccccc2)C1. As a reaction SMILES: [CH:2]([c:3]1[cH:4][cH:5][cH:6][cH:7][cH:8]1)([c:9]1[cH:10][cH:11][cH:12][cH:13][cH:14]1)[CH:15]1[CH2:16][NH:17][CH2:18][CH2:19][CH:20]1[O:21][CH2:22][c:23]1[cH:24][c:25]([F:33])[cH:26][c:27]([C:29]([F:30])([F:31])[F:32])[cH:28]1.[ClH:1].[ClH:34].[n:35]1[c:36]([CH2:41][C:42](=[O:43])[OH:44])[cH:37][cH:38][cH:39][cH:40]1>>[CH:2]([c:3]1[cH:4][cH:5][cH:6][cH:7][cH:8]1)([c:9]1[cH:10][cH:11][cH:12][cH:13][cH:14]1)[CH:15]1[CH2:16][N:17]([C:42]([CH2:41][c:36]2[n:35][cH:40][cH:39][cH:38][cH:37]2)=[O:43])[CH2:18][CH2:19][CH:20]1[O:21][CH2:22][c:23]1[cH:24][c:25]([F:33])[cH:26][c:27]([C:29]([F:30])([F:31])[F:32])[cH:28]1. Reactants: three, Cu, C(C=CC1=CC=CC=C1)=O (cinnamaldehyde), BrC(C(=O)OCC)CCCC (ethyl 2-bromohexanoate). The reagents and catalysts are [Zn] (Zn). Solvent: C1(=CC=CC=C1)C (toluene), C1(=CC=CC=C1)C (toluene). Yields the product C(CCC)C(C(=O)OCC)=CC=CC1=CC=CC=C1 (ethyl 2-butyl-5-phenyl-pentadienoate). Yield: 38.7%. Reaction SMILES: [CH:1](=O)[CH:2]=[CH:3][C:4]1[CH:9]=[CH:8][CH:7]=[CH:6][CH:5]=1.Br[CH:12]([CH2:18][CH2:19][CH2:20][CH3:21])[C:13]([O:15][CH2:16][CH3:17])=[O:14]>C1(C)C=CC=CC=1.[Zn]>[CH2:18]([C:12](=[CH:1][CH:2]=[CH:3][C:4]1[CH:9]=[CH:8][CH:7]=[CH:6][CH:5]=1)[C:13]([O:15][CH2:16][CH3:17])=[O:14])[CH2:19][CH2:20][CH3:21]. Reported procedure: In a 500 ml three necked flask was placed 7.0 g Zn dust and 0.7 g Cu powder in 150 ml dry toluene. To this suspension was added a solution of 13.2 g (0.1 mol) cinnamaldehyde and 22.3 g (0.1 mol) ethyl 2-bromohexanoate in 100 ml toluene. The reaction was refluxed overnight under nitrogen, cooled to room temperature and washed two times with 140 ml of 20% acetic acid and two times with 150 ml water. The organic phase was dried over magnesium sulfate and the solvent removed by rotary evaporation. D... Starting materials: Nc1cc(F)c(Br)cc1F, CC(=O)[O-], COCC(=O)CC(=O)OC, CO, Cl, O=N[O-], [Na+], [Na+], O. Yields the product COCC(=O)C(=NNc1cc(F)c(Br)cc1F)C(=O)OC. Reaction SMILES: [Br:5][c:6]1[cH:7][c:8]([F:14])[c:9]([NH2:10])[cH:11][c:12]1[F:13].[C:26]([O-:27])(=[O:28])[CH3:29].[CH3:16][O:17][CH2:18][C:19]([CH2:20][C:21](=[O:22])[O:23][CH3:24])=[O:25].[CH3:32][OH:33].[ClH:15].[N:1]([O-:2])=[O:3].[Na+:30].[Na+:4].[OH2:31]>>[N:1]([NH:10][c:9]1[c:8]([F:14])[cH:7][c:6]([Br:5])[c:12]([F:13])[cH:11]1)=[C:20]([C:19]([CH2:18][O:17][CH3:16])=[O:25])[C:21](=[O:22])[O:23][CH3:24].